This data is from the Open Reaction Database (ORD), a public repository of structured organic reaction records. The task is: describe an organic reaction: reactants, conditions, products, and yield The reactants are COC=1C=C2CCC(C(C2=CC1)=O)C/C=C/C=O ((E)-4-(6-methoxy-1-oxo-tetralin-2-yl)but-2-enal), C(C1=CC=CC=C1)NC(=CC(=O)OC)C (methyl 3-(benzylamino)but-2-enoate). The product is C(C1=CC=CC=C1)N1C(=C(C(C=C1)CC1C(C2=CC=C(C=C2CC1)OC)=O)C(=O)OC)C (methyl 1-benzyl-4-[(6-methoxy-1-oxo-tetralin-2-yl)methyl]-2-methyl-4H-pyridine-3-carboxylate). Reaction SMILES: [CH3:1][O:2][C:3]1[CH:4]=[C:5]2[C:10](=[CH:11][CH:12]=1)[C:9](=[O:13])[CH:8]([CH2:14]/[CH:15]=[CH:16]/[CH:17]=O)[CH2:7][CH2:6]2.[CH2:19]([NH:26][C:27]([CH3:33])=[CH:28][C:29]([O:31][CH3:32])=[O:30])[C:20]1[CH:25]=[CH:24][CH:23]=[CH:22][CH:21]=1>>[CH2:19]([N:26]1[CH:17]=[CH:16][CH:15]([CH2:14][CH:8]2[CH2:7][CH2:6][C:5]3[C:10](=[CH:11][CH:12]=[C:3]([O:2][CH3:1])[CH:4]=3)[C:9]2=[O:13])[C:28]([C:29]([O:31][CH3:32])=[O:30])=[C:27]1[CH3:33])[C:20]1[CH:25]=[CH:24][CH:23]=[CH:22][CH:21]=1. Procedure details: The title compound 69 is prepared according to the procedure reported in step D of Example 8 with aldehyde 54 (100 mg, 0.41 mmol) and enamine 70 (90.0 mg, 0.37 mmol) as reactants. Purification by column chromatography on SiO2 (Petroleum Ether/EtOAc=2:1) afford the title compound 69 as a yellow oil. (Yield 80 mg, 45%).